From a dataset of the Open Reaction Database (ORD), a public repository of structured organic reaction records. describe an organic reaction: reactants, conditions, products, and yield Reactants: Cl (hydrochloric acid), ice, C(C)(C)(C)C=1C=C(C=O)C=C(C1O)C(C)(C)C (3,5-di tert.butyl-4-hydroxybenzaldehyde), C(#N)CC(=O)O (cyanoacetic acid), N1CCCCC1 (piperidine). The solvent is N1=CC=CC=C1 (pyridine). Yields the product C(C)(C)(C)C=1C=C(C=CC#N)C=C(C1O)C(C)(C)C (3,5-di tert.butyl-4-hydroxycinnamonitrile). Reaction SMILES: [C:1]([C:5]1[CH:6]=[C:7]([CH:10]=[C:11]([C:14]([CH3:17])([CH3:16])[CH3:15])[C:12]=1[OH:13])[CH:8]=O)([CH3:4])([CH3:3])[CH3:2].[C:18]([CH2:20]C(O)=O)#[N:19].N1CCCCC1.Cl>N1C=CC=CC=1>[C:1]([C:5]1[CH:6]=[C:7]([CH:10]=[C:11]([C:14]([CH3:17])([CH3:16])[CH3:15])[C:12]=1[OH:13])[CH:8]=[CH:20][C:18]#[N:19])([CH3:4])([CH3:3])[CH3:2]. Procedure details: 3,5-di tert.butyl-4-hydroxycinnamonitrile was prepared by heating a mixture of 85.5 grams of 3,5-di tert.butyl-4-hydroxybenzaldehyde, 62 grams of cyanoacetic acid, 360 milliliters of pyridine, and 18 milliliters of piperidine at 80° C. for 3 hours. The reaction mixture was cooled to room temperature and poured into a mixture of 200 milliliters of concentrated hydrochloric acid and 350 grams of ice. The sticky solid tht precipitated was separated and recrystallized from petroleum ether. The yield... Starting materials: C(C1=CC=CC=C1)OC1=C(C=C(C=C1)/C=C/C1=C(N=C(S1)C1=CC=C(C=C1)C(F)(F)F)C)C (5-{(E)-2-[4-(benzyloxy)-3-methylphenyl]ethenyl}-4-methyl-2-[4-(trifluoromethyl)phenyl]-1,3-thiazole). Reagents/catalysts: [Pd] (palladium on carbon). Solvent: C(C)(=O)O (acetic acid). Product: CC1=C(C=CC(=C1)CCC1=C(N=C(S1)C1=CC=C(C=C1)C(F)(F)F)C)O (2-methyl-4-(2-{4-methyl-2-[4-(trifluoromethyl)phenyl]-1,3-thiazol-5-yl}ethyl)phenol). As a reaction SMILES: C([O:8][C:9]1[CH:14]=[CH:13][C:12](/[CH:15]=[CH:16]/[C:17]2[S:21][C:20]([C:22]3[CH:27]=[CH:26][C:25]([C:28]([F:31])([F:30])[F:29])=[CH:24][CH:23]=3)=[N:19][C:18]=2[CH3:32])=[CH:11][C:10]=1[CH3:33])C1C=CC=CC=1>C(O)(=O)C.[Pd]>[CH3:33][C:10]1[CH:11]=[C:12]([CH2:15][CH2:16][C:17]2[S:21][C:20]([C:22]3[CH:27]=[CH:26][C:25]([C:28]([F:31])([F:30])[F:29])=[CH:24][CH:23]=3)=[N:19][C:18]=2[CH3:32])[CH:13]=[CH:14][C:9]=1[OH:8]. Reported procedure: A solution of 5-{(E)-2-[4-(benzyloxy)-3-methylphenyl]ethenyl}-4-methyl-2-[4-(trifluoromethyl)phenyl]-1,3-thiazole)_(intermediate 6, 1.5 g) in glacial acetic acid (30 ml) was hydrogenated over 10% palladium on carbon (0.150 g). The catalyst was filtered off, the solvent was removed and the residues dissolved in ethyl acetate. This was washed with saturated sodium bicarbonate solution and brine. Drying and removal of solvent gave an oil which was purified by SPE (Si cartridge). Elution with cycloh... Yields the product N=C(Nc1ccc2c(c1)CCCN2CCCN1CCOCC1)c1cccs1. As a reaction SMILES: [CH3:31][CH2:32][OH:33].[IH:21].[Na+:35].[Na+:36].[O-:37][C:38](=[O:39])[O-:40].[O:1]1[CH2:2][CH2:3][N:4]([CH2:7][CH2:8][CH2:9][N:10]2[CH2:11][CH2:12][CH2:13][c:14]3[cH:15][c:16]([NH2:20])[cH:17][cH:18][c:19]32)[CH2:5][CH2:6]1.[OH2:34].[s:22]1[c:23]([C:27](=[NH:28])[S:29][CH3:30])[cH:24][cH:25][cH:26]1>>[O:1]1[CH2:2][CH2:3][N:4]([CH2:7][CH2:8][CH2:9][N:10]2[CH2:11][CH2:12][CH2:13][c:14]3[cH:15][c:16]([NH:20][C:27]([c:23]4[s:22][cH:26][cH:25][cH:24]4)=[NH:28])[cH:17][cH:18][c:19]32)[CH2:5][CH2:6]1. Starting materials: CCO, I, [Na+], [Na+], O=C([O-])[O-], Nc1ccc2c(c1)CCCN2CCCN1CCOCC1, O, CSC(=N)c1cccs1. Reactants: C(#N)CC=1C=CC2=C(C(=CO2)C2=CC=CC=C2)C1 (5-cyanomethyl-3-phenylbenzofuran), CN(C=O)C (N,N-dimethylformamide), [N-]=[N+]=[N-].[Na+] (sodium azide), [Cl-].[NH4+] (ammonium chloride). Run in O (water). Yields the product C1(=CC=CC=C1)C1=COC2=C1C=C(C=C2)CC2=NN=NN2 (3-phenyl-5-(1H-tetrazol-5yl)methylbenzofuran). RXN SMILES: [C:1]([CH2:3][C:4]1[CH:5]=[CH:6][C:7]2[O:11][CH:10]=[C:9]([C:12]3[CH:17]=[CH:16][CH:15]=[CH:14][CH:13]=3)[C:8]=2[CH:18]=1)#[N:2].[N-:19]=[N+:20]=[N-:21].[Na+].[Cl-].[NH4+].CN(C)C=O>O>[C:12]1([C:9]2[C:8]3[CH:18]=[C:4]([CH2:3][C:1]4[NH:21][N:20]=[N:19][N:2]=4)[CH:5]=[CH:6][C:7]=3[O:11][CH:10]=2)[CH:13]=[CH:14][CH:15]=[CH:16][CH:17]=1 |f:1.2,3.4|. Procedure details: A mixture of 4.6 g. (0.02 mole) of 5-cyanomethyl-3-phenylbenzofuran, 1.5 g. of sodium azide and 1.2 g. of ammonium chloride in 15 ml. of N,N-dimethylformamide is heated at 110° C. for 20 hours. The reaction mixture is poured into 200 ml. of water and stirred. The mixture is extracted with 50 ml. of chloroform. The extracts are washed with water, then dried over magnesium sulfate. Evaporation provides a residue which is recrystallized from ethyl acetate to provide 3-phenyl-5-(1H-tetrazol-5yl)meth...